From a dataset of the Open Reaction Database (ORD), a public repository of structured organic reaction records. describe an organic reaction: reactants, conditions, products, and yield The reactants are [Br-], COc1ccccc1[Mg+], COCCn1c(-c2ccc(C(C)C)cc2)nc2c(I)c(C=O)cc(OC)c21. The product is COCCn1c(-c2ccc(C(C)C)cc2)nc2c(I)c(C(O)c3ccccc3OC)cc(OC)c21. RXN SMILES: [Br-:28].[CH3:29][O:30][c:31]1[c:32]([Mg+:37])[cH:33][cH:34][cH:35][cH:36]1.[I:1][c:2]1[c:3]([CH:26]=[O:27])[cH:4][c:5]([O:24][CH3:25])[c:6]2[n:7]([CH2:20][CH2:21][O:22][CH3:23])[c:8](-[c:11]3[cH:12][cH:13][c:14]([CH:17]([CH3:18])[CH3:19])[cH:15][cH:16]3)[n:9][c:10]12>>[I:1][c:2]1[c:3]([CH:26]([OH:27])[c:32]2[c:31]([O:30][CH3:29])[cH:36][cH:35][cH:34][cH:33]2)[cH:4][c:5]([O:24][CH3:25])[c:6]2[n:7]([CH2:20][CH2:21][O:22][CH3:23])[c:8](-[c:11]3[cH:12][cH:13][c:14]([CH:17]([CH3:18])[CH3:19])[cH:15][cH:16]3)[n:9][c:10]12. Starting materials: CCOC(=O)CC(C)=O, O=CC=CC(=C(c1ccc(F)cc1)c1ccc(F)cc1)n1cnnn1. The product is CCOC(=O)CC(=O)CC(O)C=CC(=C(c1ccc(F)cc1)c1ccc(F)cc1)n1cnnn1. As a reaction SMILES: [C:26]([CH2:27][C:28](=[O:29])[CH3:30])(=[O:31])[O:32][CH2:33][CH3:34].[F:1][c:2]1[cH:3][cH:4][c:5]([C:8](=[C:9]([CH:10]=[CH:11][CH:12]=[O:13])[n:14]2[n:15][n:16][n:17][cH:18]2)[c:19]2[cH:20][cH:21][c:22]([F:25])[cH:23][cH:24]2)[cH:6][cH:7]1>>[F:1][c:2]1[cH:3][cH:4][c:5]([C:8](=[C:9]([CH:10]=[CH:11][CH:12]([OH:13])[CH2:30][C:28]([CH2:27][C:26](=[O:31])[O:32][CH2:33][CH3:34])=[O:29])[n:14]2[n:15][n:16][n:17][cH:18]2)[c:19]2[cH:20][cH:21][c:22]([F:25])[cH:23][cH:24]2)[cH:6][cH:7]1. The reactants are CS(=O)(=O)c1ccc(OCc2ccccc2)c(C=O)c1, Cc1ccccc1, COC(=O)c1ccc(N)cc1. The product is COC(=O)c1ccc(NCc2cc(S(C)(=O)=O)ccc2OCc2ccccc2)cc1. Reaction SMILES: [CH2:1]([c:2]1[cH:3][cH:4][cH:5][cH:6][cH:7]1)[O:8][c:9]1[c:10]([CH:11]=[O:12])[cH:13][c:14]([S:17](=[O:18])(=[O:19])[CH3:20])[cH:15][cH:16]1.[CH3:32][c:33]1[cH:34][cH:35][cH:36][cH:37][cH:38]1.[NH2:21][c:22]1[cH:23][cH:24][c:25]([C:26](=[O:27])[O:28][CH3:29])[cH:30][cH:31]1>>[CH2:1]([c:2]1[cH:3][cH:4][cH:5][cH:6][cH:7]1)[O:8][c:9]1[c:10]([CH2:11][NH:21][c:22]2[cH:23][cH:24][c:25]([C:26](=[O:27])[O:28][CH3:29])[cH:30][cH:31]2)[cH:13][c:14]([S:17](=[O:18])(=[O:19])[CH3:20])[cH:15][cH:16]1.